From a dataset of the Open Reaction Database (ORD), a public repository of structured organic reaction records. describe an organic reaction: reactants, conditions, products, and yield The reactants are CC(=O)O, CCOC(=O)c1cc[nH]n1, C1CCOC1, CC[O-], CC(C)I, [Na+], O. The product is CCOC(=O)c1ccn(C(C)C)n1. Reaction SMILES: [C:19]([OH:20])(=[O:21])[CH3:22].[CH2:1]([CH3:2])[O:3][C:4](=[O:5])[c:6]1[n:7][nH:8][cH:9][cH:10]1.[CH2:23]1[O:24][CH2:25][CH2:26][CH2:27]1.[CH3:15][CH2:16][O-:17].[I:11][CH:12]([CH3:13])[CH3:14].[Na+:18].[OH2:28]>>[CH2:1]([CH3:2])[O:3][C:4](=[O:5])[c:6]1[n:7][n:8]([CH:12]([CH3:13])[CH3:14])[cH:9][cH:10]1. The reactants are O=[N+]([O-])C1CC1c1ccc(Br)cc1, NC1CC1c1ccc(OCc2ccccc2)cc1. The product is NC1CC1c1ccc(Br)cc1. RXN SMILES: [Br:19][c:20]1[cH:21][cH:22][c:23]([CH:26]2[CH:27]([N+:29]([O-:30])=[O:31])[CH2:28]2)[cH:24][cH:25]1.[CH2:1]([O:2][c:3]1[cH:4][cH:5][c:6]([CH:7]2[CH2:8][CH:9]2[NH2:10])[cH:11][cH:12]1)[c:13]1[cH:14][cH:15][cH:16][cH:17][cH:18]1>>[Br:19][c:20]1[cH:21][cH:22][c:23]([CH:26]2[CH:27]([NH2:29])[CH2:28]2)[cH:24][cH:25]1. Reactants: C(C)OC(CC1=C(N(C2=CC=C(C=C12)OC)CCCCCCCCCCCCCC)C)=O (5-methoxy-2-methyl-1-tetradecyl-1H-indole-3-acetic acid ethyl ester), [OH-].[Na+] (NaOH), COC=1C=C2C(=C(N(C2=CC1)CCCCCCCCCCCCCC)C)CC(=O)O (5-Methoxy-2-methyl-1-tetradecyl-1H-indole-3-acetic acid), Cl (HCl). The solvent is CO (MeOH). The product is CC=1C=C2C(=C(N(C2=CC1)CCCCCCCCCCCCCC)C)CC(=O)O (5-methyl-2-methyl-1-tetradecyl-1H-indole-3-acetic acid). Yield: 90.0%. As a reaction SMILES: CO[C:3]1[CH:4]=[C:5]2[C:9](=[CH:10][CH:11]=1)[N:8]([CH2:12][CH2:13][CH2:14][CH2:15][CH2:16][CH2:17][CH2:18][CH2:19][CH2:20][CH2:21][CH2:22][CH2:23][CH2:24][CH3:25])[C:7]([CH3:26])=[C:6]2[CH2:27][C:28]([OH:30])=[O:29].[CH2:31](OC(=O)CC1C2C(=CC=C(OC)C=2)N(CCCCCCCCCCCCCC)C=1C)C.[OH-].[Na+].Cl>CO>[CH3:31][C:3]1[CH:4]=[C:5]2[C:9](=[CH:10][CH:11]=1)[N:8]([CH2:12][CH2:13][CH2:14][CH2:15][CH2:16][CH2:17][CH2:18][CH2:19][CH2:20][CH2:21][CH2:22][CH2:23][CH2:24][CH3:25])[C:7]([CH3:26])=[C:6]2[CH2:27][C:28]([OH:30])=[O:29] |f:2.3|. Procedure: 5-Methoxy-2-methyl-1-tetradecyl-1H-indole-3-acetic acid. A solution of 1.60 g (3.6 mmol) of 5-methoxy-2-methyl-1-tetradecyl-1H-indole-3-acetic acid ethyl ester and 10 mL of 1N NaOH in 25 mL of MeOH was stirred 16 hours, made acidic with 1N HCl, and the precipitate filtered valve 1.36 g (90% yield) of 5-methyl-2-methyl-1-tetradecyl-1H-indole-3-acetic acid, mp, 105-107° C. Starting materials: FC1=C(C=C(C=C1)C(F)(F)F)[N+](=O)[O-] (4-fluoro-3-nitrobenzotrifluoride), ClCl (chlorine). Reaction conditions: temperature 320 celsius. Yields the product ClC=1C=C(C=CC1F)C(F)(F)F (3-chloro-4-fluorobenzotrifluoride). RXN SMILES: [F:1][C:2]1[CH:7]=[CH:6][C:5]([C:8]([F:11])([F:10])[F:9])=[CH:4][C:3]=1[N+]([O-])=O.[Cl:15]Cl>>[Cl:15][C:3]1[CH:4]=[C:5]([C:8]([F:11])([F:10])[F:9])[CH:6]=[CH:7][C:2]=1[F:1]. Reported procedure: In a continuous process, about 8 parts per hour of 4-fluoro-3-nitrobenzotrifluoride vapors and about 15 parts per hour of chlorine gas were passed simultaneously through a vapor phase reactor maintained at a temperature of about 320° C. and the reaction product vapors were condensed and collected. The process was continued until about 40 parts of 4-fluoro-3-nitrobenzotrifluoride had been passed through the reactor, yielding about 36.3 parts of 3-chloro-4-fluorobenzotrifluoride product. The struc... Reactants: O=C([O-])[O-], O=CO, [K+], [K+], CCCCCCCCCC1OCC(C)C(OC)C1NC(=O)CN, CN(C)C=O. Yields the product CCCCCCCCCC1OCC(C)C(OC)C1NC(=O)CN(C)C. As a reaction SMILES: [C:27](=[O:28])([O-:29])[O-:30].[CH:1]([OH:2])=[O:3].[K+:31].[K+:32].[NH2:4][CH2:5][C:6](=[O:7])[NH:8][CH:9]1[CH:10]([CH2:18][CH2:19][CH2:20][CH2:21][CH2:22][CH2:23][CH2:24][CH2:25][CH3:26])[O:11][CH2:12][CH:13]([CH3:17])[CH:14]1[O:15][CH3:16].[O:33]=[CH:34][N:35]([CH3:36])[CH3:37]>>[C:6](=[O:7])([NH:8][CH:9]1[CH:10]([CH2:18][CH2:19][CH2:20][CH2:21][CH2:22][CH2:23][CH2:24][CH2:25][CH3:26])[O:11][CH2:12][CH:13]([CH3:17])[CH:14]1[O:15][CH3:16])[CH2:34][N:35]([CH3:36])[CH3:37]. The reactants are Clc1ccc(Br)c(CBr)n1, C1CCOC1, CC1NC(=O)OC1c1cc(C(F)(F)F)cc(C(F)(F)F)c1, [H-], [Na+]. Product: CC1C(c2cc(C(F)(F)F)cc(C(F)(F)F)c2)OC(=O)N1Cc1nc(Cl)ccc1Br. As a reaction SMILES: [Br:24][c:25]1[c:26]([CH2:32][Br:33])[n:27][c:28]([Cl:31])[cH:29][cH:30]1.[CH2:34]1[O:35][CH2:36][CH2:37][CH2:38]1.[F:1][C:2]([c:3]1[cH:4][c:5]([CH:13]2[CH:14]([CH3:19])[NH:15][C:16](=[O:18])[O:17]2)[cH:6][c:7]([C:9]([F:10])([F:11])[F:12])[cH:8]1)([F:20])[F:21].[H-:22].[Na+:23]>>[F:1][C:2]([c:3]1[cH:4][c:5]([CH:13]2[CH:14]([CH3:19])[N:15]([CH2:32][c:26]3[c:25]([Br:24])[cH:30][cH:29][c:28]([Cl:31])[n:27]3)[C:16](=[O:18])[O:17]2)[cH:6][c:7]([C:9]([F:10])([F:11])[F:12])[cH:8]1)([F:20])[F:21]. Reactants: CCOP(=O)(Cc1cn(C(c2ccccc2)(c2ccccc2)c2ccccc2)cn1)OCC, C1CCOC1, CC(C)(C)C(=O)c1ccccc1. The product is CC(C)(C)C(=Cc1cn(C(c2ccccc2)(c2ccccc2)c2ccccc2)cn1)c1ccccc1. As a reaction SMILES: [CH2:1]([O:2][P:3](=[O:4])([O:5][CH2:6][CH3:7])[CH2:9][c:10]1[n:11][cH:12][n:13]([C:15]([c:16]2[cH:17][cH:18][cH:19][cH:20][cH:21]2)([c:22]2[cH:23][cH:24][cH:25][cH:26][cH:27]2)[c:28]2[cH:29][cH:30][cH:31][cH:32][cH:33]2)[cH:14]1)[CH3:8].[CH2:46]1[O:47][CH2:48][CH2:49][CH2:50]1.[CH3:34][C:35]([C:36](=[O:37])[c:38]1[cH:39][cH:40][cH:41][cH:42][cH:43]1)([CH3:44])[CH3:45]>>[CH:9]([c:10]1[n:11][cH:12][n:13]([C:15]([c:16]2[cH:17][cH:18][cH:19][cH:20][cH:21]2)([c:22]2[cH:23][cH:24][cH:25][cH:26][cH:27]2)[c:28]2[cH:29][cH:30][cH:31][cH:32][cH:33]2)[cH:14]1)=[C:36]([C:35]([CH3:34])([CH3:44])[CH3:45])[c:38]1[cH:39][cH:40][cH:41][cH:42][cH:43]1. Product: ON=C1CCc2ccccc21. RXN SMILES: [C:6]1(=[O:15])[CH2:7][CH2:8][c:9]2[cH:10][cH:11][cH:12][cH:13][c:14]21.[CH3:17][CH2:18][OH:19].[ClH:1].[NH2:2][OH:3].[Na+:5].[OH-:4].[OH2:16]>>[N:2]([OH:3])=[C:6]1[CH2:7][CH2:8][c:9]2[cH:10][cH:11][cH:12][cH:13][c:14]21. Reactants: O=C1CCc2ccccc21, CCO, Cl, NO, [Na+], [OH-], O. The reactants are C(C)OC(=O)C1(CC1)C1=CC=C(C=C1)C1=CC=C(C=C1)C1=C(C(=NO1)C)N (1-[4′-(4-amino-3-methyl-isoxazol-5-yl)-biphenyl-4-yl]-cyclopropanecarboxylic acid ethyl ester), BrC1=CC(=CC=C1)OC1=CC=CC=C1 (1-bromo-3-phenoxy-benzene). Yields the product C(C)OC(=O)C1(CC1)C1=CC=C(C=C1)C1=CC=C(C=C1)C1=C(C(=NO1)C)NC1=CC(=CC=C1)OC1=CC=CC=C1 (1-{4′-[3-Methyl-4-(3-phenoxy-phenylamino)-isoxazol-5-yl]-biphenyl-4-yl}-cyclopropanecarboxylic acid ethyl ester). Reaction SMILES: [CH2:1]([O:3][C:4]([C:6]1([C:9]2[CH:14]=[CH:13][C:12]([C:15]3[CH:20]=[CH:19][C:18]([C:21]4[O:25][N:24]=[C:23]([CH3:26])[C:22]=4[NH2:27])=[CH:17][CH:16]=3)=[CH:11][CH:10]=2)[CH2:8][CH2:7]1)=[O:5])[CH3:2].Br[C:29]1[CH:34]=[CH:33][CH:32]=[C:31]([O:35][C:36]2[CH:41]=[CH:40][CH:39]=[CH:38][CH:37]=2)[CH:30]=1>>[CH2:1]([O:3][C:4]([C:6]1([C:9]2[CH:10]=[CH:11][C:12]([C:15]3[CH:20]=[CH:19][C:18]([C:21]4[O:25][N:24]=[C:23]([CH3:26])[C:22]=4[NH:27][C:40]4[CH:39]=[CH:38][CH:37]=[C:36]([O:35][C:31]5[CH:32]=[CH:33][CH:34]=[CH:29][CH:30]=5)[CH:41]=4)=[CH:17][CH:16]=3)=[CH:13][CH:14]=2)[CH2:8][CH2:7]1)=[O:5])[CH3:2]. Procedure: Prepared according to the procedure described in Example 68, Step 2, using 1-[4′-(4-amino-3-methyl-isoxazol-5-yl)-biphenyl-4-yl]-cyclopropanecarboxylic acid ethyl ester and 1-bromo-3-phenoxy-benzene. Reactants: N(N)CCO (2-hydrazinylethanol), ice water, O=P(Cl)(Cl)Cl (POCl3), CN(C)C=O (DMF), C(C)OC(COCC1=CC=CC=C1)OCC (((2,2-diethoxyethoxy)methyl)benzene), C(=O)([O-])[O-].[Na+].[Na+] (Na2CO3), C[O-].[Na+] (NaOMe). The solvent is C(Cl)(Cl)Cl (chloroform). Reaction conditions: time 30 minute. Yields the product C(C1=CC=CC=C1)OC=1C=NN(C1)CCO (2-(4-(benzyloxy)-1H-pyrazol-1-yl)ethanol). Isolated yield 17.6%. RXN SMILES: O=P(Cl)(Cl)Cl.[CH3:6]N(C=O)C.C(O[CH:14](OCC)[CH2:15][O:16][CH2:17][C:18]1[CH:23]=[CH:22][CH:21]=[CH:20][CH:19]=1)C.C([O-])([O-])=O.[Na+].[Na+].C[O-].[Na+].[NH:36]([CH2:38][CH2:39][OH:40])[NH2:37]>C(Cl)(Cl)Cl>[CH2:17]([O:16][C:15]1[CH:14]=[N:37][N:36]([CH2:38][CH2:39][OH:40])[CH:6]=1)[C:18]1[CH:19]=[CH:20][CH:21]=[CH:22][CH:23]=1 |f:3.4.5,6.7|. Reported procedure: POCl3 (12.9 ml, 141.2 mmol) was added to DMF (10.9 ml, 141.2 mmol) at 0° C. The reaction was immediately warmed to ambient temperature and stirred for 30 minutes. ((2,2-diethoxyethoxy)methyl)benzene (10.6 g, 47.1 mmol) was added as a solution in 80 mL of chloroform. The solution was stirred at 75° C. for 3.5 hours. The solution was cooled, poured over ice water, and neutralized with Na2CO3. The residue was extracted with chloroform and the organic layer was dried with Na2SO4 and concentrated. Th...